From a dataset of the Open Reaction Database (ORD), a public repository of structured organic reaction records. describe an organic reaction: reactants, conditions, products, and yield The reactants are CC1(OCCO1)C=1C=C(C=CC1)OCOC (methoxymethyl 3-(2-methyl-1,3-dioxolan-2-yl)phenyl ether), C(C)(C)(C)[Li] (tert-butyl lithium), C(=O)=O (carbon dioxide). The solvent is CCOCC (ether). Conditions: temperature 10 celsius. Product: CC1(OCCO1)C1=CC(=C(C(=O)O)C=C1)OCOC (4-(2-Methyl-1,3-dioxolan-2-yl)-2-(methoxymethoxy)-benzoic Acid). As a reaction SMILES: [CH3:1][C:2]1([C:7]2[CH:8]=[C:9]([O:13][CH2:14][O:15][CH3:16])[CH:10]=[CH:11][CH:12]=2)[O:6][CH2:5][CH2:4][O:3]1.C([Li])(C)(C)C.[C:22](=[O:24])=[O:23]>CCOCC>[CH3:1][C:2]1([C:7]2[CH:12]=[CH:11][C:10]([C:22]([OH:24])=[O:23])=[C:9]([O:13][CH2:14][O:15][CH3:16])[CH:8]=2)[O:6][CH2:5][CH2:4][O:3]1. Procedure details: To a solution of methoxymethyl 3-(2-methyl-1,3-dioxolan-2-yl)phenyl ether (8.16 g, 36.4 mmol) in ether (200 mL) was added dropwise tert-butyl lithium (1.7 M solution, 26.8 mL, 1.25 equivalents) at −5 to −10° C. The reaction mixture was stirred 15 min before carbon dioxide gas was bubbled in for 5 min. The reaction mixture was allowed to warm slowly in the cold bath to about 10° C., then it was extracted with water. The aqueous layer was acidified with 5 N HCl and extracted with EtOAc. The organi... Starting materials: C(C)S(=O)(=O)N1CCC(CC1)C1=CNC2=C(C=C(C=C12)C1=CC(=CC=C1)C=O)C(=O)N (3-[1-(ethylsulfonyl)-4-piperidinyl]-5-(3-formylphenyl)-1H-indole-7-carboxamide), N1CCCCC1 (piperidine), [BH-](OC(=O)C)(OC(=O)C)OC(=O)C.[Na+] (NaBH(OAc)3). Run in C(Cl)Cl (DCM). Conditions: time 1 hour. Yields the product C(C)S(=O)(=O)N1CCC(CC1)C1=CNC2=C(C=C(C=C12)C1=CC(=CC=C1)CN1CCCCC1)C(=O)N (3-[1-(ethylsulfonyl)-4-piperidinyl]-5-[3-(1-piperidinylmethyl)phenyl]-1H-indole-7-carboxamide). Isolated yield 50.9%. As a reaction SMILES: [CH2:1]([S:3]([N:6]1[CH2:11][CH2:10][CH:9]([C:12]2[C:20]3[C:15](=[C:16]([C:29]([NH2:31])=[O:30])[CH:17]=[C:18]([C:21]4[CH:26]=[CH:25][CH:24]=[C:23]([CH:27]=O)[CH:22]=4)[CH:19]=3)[NH:14][CH:13]=2)[CH2:8][CH2:7]1)(=[O:5])=[O:4])[CH3:2].[NH:32]1[CH2:37][CH2:36][CH2:35][CH2:34][CH2:33]1.[BH-](OC(C)=O)(OC(C)=O)OC(C)=O.[Na+]>C(Cl)Cl>[CH2:1]([S:3]([N:6]1[CH2:7][CH2:8][CH:9]([C:12]2[C:20]3[C:15](=[C:16]([C:29]([NH2:31])=[O:30])[CH:17]=[C:18]([C:21]4[CH:26]=[CH:25][CH:24]=[C:23]([CH2:27][N:32]5[CH2:37][CH2:36][CH2:35][CH2:34][CH2:33]5)[CH:22]=4)[CH:19]=3)[NH:14][CH:13]=2)[CH2:10][CH2:11]1)(=[O:4])=[O:5])[CH3:2] |f:2.3|. Procedure details: To a solution of 3-[1-(ethylsulfonyl)-4-piperidinyl]-5-(3-formylphenyl)-1H-indole-7-carboxamide (15.0 mg, 0.034 mmol) in DCM (2 mL) was added piperidine (4.0 ul, 0.04 mmol). The reaction solution was stirred at ambient temperature for 1 hr prior to addition of NaBH(OAc)3 (23.0 mg, 0.109 mmol). The resulting mixture was stirred overnight at ambient temperature after which time the solvent was removed under reduced pressure. The resulting residue was dissolved in 1.2 mL DMSO and all undissolved so... The reactants are C(CCCCC(=O)O)(=O)O (adipic acid), C(CC(C(=O)O)CC(=O)O)(=O)O (tricarballylic acid), C(C(C(CC(=O)O)C(=O)O)C(=O)O)C(=O)O (1,2,3,4-butane tetracarboxylic acid), C1CC2C(O2)CC1C3CO3 (vinylcyclohexene dioxide). Yields the product C(=O)=O.C1C(C)O1 (carbon dioxide propylene oxide), C(CC(C(=O)O)CC(=O)O)(=O)O (tricarballylic acid). As a reaction SMILES: [C:1]([OH:10])(=O)[CH2:2][CH2:3]CC[C:6]([OH:8])=[O:7].[C:11]([OH:22])(=[O:21])[CH2:12][CH:13]([CH2:17][C:18]([OH:20])=[O:19])[C:14]([OH:16])=[O:15].C(C(O)=O)C(C(O)=O)C(C(O)=O)CC(O)=O.C1C(C2OC2)CC2OC2C1>>[C:6](=[O:8])=[O:7].[CH2:1]1[O:10][CH:2]1[CH3:3].[C:11]([OH:22])(=[O:21])[CH2:12][CH:13]([CH2:17][C:18]([OH:20])=[O:19])[C:14]([OH:16])=[O:15] |f:4.5|. Procedure: After fixing a chain transfer agent to control a molar fraction of —COOH group to 45 relative to a molar fraction of the catalyst and then introducing adipic acid, 5.9 mg (Entries 1 to 5); tricarballylic acid, 5.1 mg (Entries 6 to 10); 1,2,3,4-butane tetracarboxylic acid, 4.7 mg (Entries 11 to 15)) into a reactor, vinylcyclohexene dioxide was weighed to numeral values listed in TABLE 3, relative to the molar fraction of the catalyst and then introduced (into the reactor). Then, polymerization wa... Starting materials: [Li]C(C)(C)C, CCOC(C)=O, [Cl-], CI, [NH4+], C1CCOC1, CC(C)(C)OC(=O)N1CCC(COCc2cc(C(F)(F)F)cc3cn(COCC[Si](C)(C)C)nc23)(c2ccccc2)CC1. The product is Cc1c2cc(C(F)(F)F)cc(COCC3(c4ccccc4)CCN(C(=O)OC(C)(C)C)CC3)c2nn1COCC[Si](C)(C)C. RXN SMILES: [C:44]([Li:45])([CH3:46])([CH3:47])[CH3:48].[CH3:58][CH2:59][O:60][C:61](=[O:62])[CH3:63].[Cl-:51].[I:49][CH3:50].[NH4+:52].[O:53]1[CH2:54][CH2:55][CH2:56][CH2:57]1.[c:1]1([C:7]2([CH2:20][O:21][CH2:22][c:23]3[cH:24][c:25]([C:40]([F:41])([F:42])[F:43])[cH:26][c:27]4[cH:28][n:29]([CH2:32][O:33][CH2:34][CH2:35][Si:36]([CH3:37])([CH3:38])[CH3:39])[n:30][c:31]34)[CH2:8][CH2:9][N:10]([C:13](=[O:14])[O:15][C:16]([CH3:17])([CH3:18])[CH3:19])[CH2:11][CH2:12]2)[cH:2][cH:3][cH:4][cH:5][cH:6]1>>[c:1]1([C:7]2([CH2:20][O:21][CH2:22][c:23]3[cH:24][c:25]([C:40]([F:41])([F:42])[F:43])[cH:26][c:27]4[c:28]([CH3:44])[n:29]([CH2:32][O:33][CH2:34][CH2:35][Si:36]([CH3:37])([CH3:38])[CH3:39])[n:30][c:31]34)[CH2:8][CH2:9][N:10]([C:13](=[O:14])[O:15][C:16]([CH3:17])([CH3:18])[CH3:19])[CH2:11][CH2:12]2)[cH:2][cH:3][cH:4][cH:5][cH:6]1.